The task is: describe an organic reaction: reactants, conditions, products, and yield. This data is from the Open Reaction Database (ORD), a public repository of structured organic reaction records. Reactants: O=C1CCC(=O)N1Br, ClC(Cl)(Cl)Cl, CSc1ncnc2sc(-c3c(-c4ccccc4)ncn3C)nc12, CC(C)(C#N)N=NC(C)(C)C#N. Yields the product CSc1ncnc2sc(-c3c(-c4ccccc4)nc(Br)n3C)nc12. RXN SMILES: [Br:24][N:25]1[C:26](=[O:27])[CH2:28][CH2:29][C:30]1=[O:31].[C:44]([Cl:45])([Cl:46])([Cl:47])[Cl:48].[CH3:1][n:2]1[cH:3][n:4][c:5](-[c:18]2[cH:19][cH:20][cH:21][cH:22][cH:23]2)[c:6]1-[c:7]1[s:8][c:9]2[n:10][cH:11][n:12][c:13]([S:16][CH3:17])[c:14]2[n:15]1.[N:32]#[C:33][C:34]([N:35]=[N:36][C:37]([C:38]#[N:39])([CH3:40])[CH3:41])([CH3:42])[CH3:43]>>[CH3:1][n:2]1[c:3]([Br:24])[n:4][c:5](-[c:18]2[cH:19][cH:20][cH:21][cH:22][cH:23]2)[c:6]1-[c:7]1[s:8][c:9]2[n:10][cH:11][n:12][c:13]([S:16][CH3:17])[c:14]2[n:15]1. The reactants are O1C(=CC=C1)P(C=1OC=CC1)C=1OC=CC1 (trifurylphosphine), COC([C@@H](NC(=O)OC(C)(C)C)CC1=CC=C(C=C1)I)=O (Boc-4-iodo-L-phenylalanine methyl ester), [Cl-].[NH4+] (ammonium chloride). Reagents/catalysts: C=1C=CC(=CC1)/C=C/C(=O)/C=C/C2=CC=CC=C2.C=1C=CC(=CC1)/C=C/C(=O)/C=C/C2=CC=CC=C2.[Pd] (Pd(dba)2), [Zn] (zinc), [Zn] (zinc). The solvent is C1CCOC1 (THF), C1CCOC1 (THF). Run at temperature 70 celsius, time 30 minute. The product is COC([C@@H](N)CC1=CC=CC=C1)=O (L-phenylalanine methyl ester). RXN SMILES: O1C=CC=C1P(C1OC=CC=1)C1OC=CC=1.[CH3:17][O:18][C:19](=[O:37])[C@H:20]([CH2:29][C:30]1[CH:35]=[CH:34][C:33](I)=[CH:32][CH:31]=1)[NH:21]C(OC(C)(C)C)=O.[Cl-].[NH4+]>C1COCC1.[Zn].C1C=CC(/C=C/C(/C=C/C2C=CC=CC=2)=O)=CC=1.C1C=CC(/C=C/C(/C=C/C2C=CC=CC=2)=O)=CC=1.[Pd]>[CH3:17][O:18][C:19](=[O:37])[C@H:20]([CH2:29][C:30]1[CH:35]=[CH:34][CH:33]=[CH:32][CH:31]=1)[NH2:21] |f:2.3,6.7.8|. Reported procedure: To a suspension of zinc dust (30 mmol, 2.0 g) in THF (3.0 mL) was added 1,2-dibromoethane (2.0 mmol, 0.174 mL) at room temperature. This suspension was heated to 60-65° C. with a heat gun until evolution of ethylene gas ceased (observed). This process was repeated three times. Then, the suspension was cooled to r.t. and trimethylchlorosilane (1.0 mmol, 0.15 mL) was added and the mixture was stirred for 10 min. A hot (the iodo compound was not very soluble in either solvent and it precipitated up... Starting materials: O=C(O)c1cnccc1C(=O)c1cc(F)ccc1F, O=C(O)c1ccncc1C(=O)c1cc(F)ccc1F, [Na+], [OH-], O, O=S(=O)(O)O. The product is O=C1c2ccncc2C(=O)c2c(F)ccc(F)c21. As a reaction SMILES: [F:1][c:2]1[c:3]([C:4](=[O:5])[c:6]2[cH:7][cH:8][n:9][cH:10][c:11]2[C:12](=[O:13])[OH:14])[cH:15][c:16]([F:19])[cH:17][cH:18]1.[F:20][c:21]1[cH:22][cH:23][c:24]([F:25])[cH:26][c:27]1[C:28]([c:29]1[cH:30][n:31][cH:32][cH:33][c:34]1[C:35]([OH:36])=[O:37])=[O:38].[Na+:45].[OH-:44].[OH2:46].[S:39](=[O:40])(=[O:41])([OH:42])[OH:43]>>[F:1][c:2]1[c:3]2[c:15]([c:16]([F:19])[cH:17][cH:18]1)[C:12](=[O:14])[c:11]1[c:6]([cH:7][cH:8][n:9][cH:10]1)[C:4]2=[O:5]. Isolated yield 95.0%. Procedure details: Add dl-3-methoxy-17β-hydroxy-6-methyl-13-ethylgona-1,3,5(10)-triene (6.80 g) in tetrahydrofuran (200 cc) to liquid ammonia (800 cc) containing tetrahydrofuran (250 cc). Add lithium metal (3.5 g) portionwise and stir the solution for 1.75 hours. Discharge the blue color by dropwise addition of absolute ethanol over 0.25 hours followed by water (2,000 cc). Filter, wash and dry to obtain the dl-3-methoxy-17β-hydroxy-6-methyl-13-ethylgona-2,5(10)-diene (6.5 g), m.p. 176°-182°, λ max. KBr 3.05 μ, 5.9... The product is COC=1CC=2C(C[C@@H]3[C@H](CC[C@@]4([C@H](CC[C@@H]34)O)CC)C2CC1)C (3-methoxy-17β-hydroxy-6-methyl-13-ethylgona-2,5(10)-diene). Reactants: COC1=CC=2C(C[C@@H]3[C@H](CC[C@@]4([C@H](CC[C@@H]34)O)CC)C2C=C1)C (3-methoxy-17β-hydroxy-6-methyl-13-ethylgona-1,3,5(10)-triene), N (ammonia), C(C)O (ethanol), [Li] (lithium). The solvent is O1CCCC1 (tetrahydrofuran), O (water), O1CCCC1 (tetrahydrofuran). Reaction SMILES: [CH3:1][O:2][C:3]1[CH:22]=[CH:21][C:20]2[C@H:9]3[CH2:10][CH2:11][C@@:12]4([CH2:18][CH3:19])[C@H:16]([C@@H:8]3[CH2:7][CH:6]([CH3:23])[C:5]=2[CH:4]=1)[CH2:15][CH2:14][C@@H:13]4[OH:17].N.[Li].C(O)C>O1CCCC1.O>[CH3:1][O:2][C:3]1[CH2:4][C:5]2[CH:6]([CH3:23])[CH2:7][C@H:8]3[C@H:16]4[C@@:12]([CH2:18][CH3:19])([C@@H:13]([OH:17])[CH2:14][CH2:15]4)[CH2:11][CH2:10][C@@H:9]3[C:20]=2[CH2:21][CH:22]=1 |^1:24|. The reactants are C(C)(C)(C)OC(=O)N1CCN(CC1)C(=O)C1=C(N(C2=NC=CC(=C21)CCC)C2=CC=CC=C2)CC2=C(C(=CC=C2)F)C (4-[2-(3-Fluoro-2-methyl-benzyl)-1-phenyl-4-propyl-1H-pyrrolo[2,3-b]pyridine-3-carbonyl]-piperazine-1-carboxylic acid tert-butyl ester), Cl.Cl.FC=1C(=C(CC2=C(C=3C(=NC=CC3CCC)N2C2=CC=CC=C2)C(=O)N2CCNCC2)C=CC1)C ([2-(3-fluoro-2-methyl-benzyl)-1-phenyl-4-propyl-1H-pyrrolo[2,3-b]pyridin-3-yl]-piperazin-1-yl-methanone dihydrochloride), Cl (hydrochloric acid). Reaction conditions: time 8 hour. Product: FC=1C(=C(CC2=C(C=3C(=NC=CC3CCC)N2C2=CC=CC=C2)C(=O)N2CCNCC2)C=CC1)C ([2-(3-Fluoro-2-methyl-benzyl)-1-phenyl-4-propyl-1H-pyrrolo[2,3-b]pyridin-3-yl]-piperazin-1-yl-methanone). The yield is 62.3%. Reaction SMILES: C(OC([N:8]1[CH2:13][CH2:12][N:11]([C:14]([C:16]2[C:24]3[C:19](=[N:20][CH:21]=[CH:22][C:23]=3[CH2:25][CH2:26][CH3:27])[N:18]([C:28]3[CH:33]=[CH:32][CH:31]=[CH:30][CH:29]=3)[C:17]=2[CH2:34][C:35]2[CH:40]=[CH:39][CH:38]=[C:37]([F:41])[C:36]=2[CH3:42])=[O:15])[CH2:10][CH2:9]1)=O)(C)(C)C.Cl.Cl.Cl.FC1C(C)=C(C=CC=1)CC1N(C2C=CC=CC=2)C2=NC=CC(CCC)=C2C=1C(N1CCNCC1)=O>>[F:41][C:37]1[C:36]([CH3:42])=[C:35]([CH:40]=[CH:39][CH:38]=1)[CH2:34][C:17]1[N:18]([C:28]2[CH:29]=[CH:30][CH:31]=[CH:32][CH:33]=2)[C:19]2=[N:20][CH:21]=[CH:22][C:23]([CH2:25][CH2:26][CH3:27])=[C:24]2[C:16]=1[C:14]([N:11]1[CH2:10][CH2:9][NH:8][CH2:13][CH2:12]1)=[O:15] |f:2.3.4|. Procedure details: The compound of step 1 (175 mg, 307 μmol) was reacted analogously as described in example 4, step 2. Dissolution of the obtained solid in a small quantity of MOH, addition of hydrochloric acid (0.1 M) and lyophilization overnight yielded 90 mg of the title compound in the form of the [2-(3-fluoro-2-methyl-benzyl)-1-phenyl-4-propyl-1H-pyrrolo[2,3-b]pyridin-3-yl]-piperazin-1-yl-methanone dihydrochloride.